This data is from the Open Reaction Database (ORD), a public repository of structured organic reaction records. The task is: describe an organic reaction: reactants, conditions, products, and yield Yields the product CC(=O)CCC=C(C)CCC=C(C)COC1CCCCO1. The reactants are COC(=O)C(CC=C(C)CCC=C(C)COC1CCCCO1)C(C)=O, CS(C)=O, [Cl-], [Na+], O. Reaction SMILES: [C:1]([CH3:2])(=[O:3])[CH:4]([C:5]([O:6][CH3:7])=[O:8])[CH2:9][CH:10]=[C:11]([CH2:12][CH2:13][CH:14]=[C:15]([CH2:16][O:17][CH:18]1[O:19][CH2:20][CH2:21][CH2:22][CH2:23]1)[CH3:24])[CH3:25].[CH3:29][S:30]([CH3:31])=[O:32].[Cl-:27].[Na+:26].[OH2:28]>>[C:1]([CH3:2])(=[O:3])[CH2:4][CH2:9][CH:10]=[C:11]([CH2:12][CH2:13][CH:14]=[C:15]([CH2:16][O:17][CH:18]1[O:19][CH2:20][CH2:21][CH2:22][CH2:23]1)[CH3:24])[CH3:25]. As a reaction SMILES: [CH2:1]([CH2:2][CH2:3][CH3:4])[O:5][CH2:6][CH2:7][O:8][c:9]1[cH:10][cH:11][c:12](-[c:15]2[cH:16][cH:17][c:18]3[c:19]([cH:50]2)[CH:20]=[C:21]([C:29](=[O:30])[NH:31][c:32]2[cH:33][cH:34][c:35]([CH2:38][S:39][c:40]4[n:41][cH:42][c:43]([C:46]([F:47])([F:48])[F:49])[cH:44][cH:45]4)[cH:36][cH:37]2)[CH2:22][CH2:23][N:24]3[CH2:25][CH:26]([CH3:27])[CH3:28])[cH:13][cH:14]1.[CH2:69]([Cl:70])[Cl:71].[Cl:51][c:52]1[cH:53][cH:54][cH:55][c:56]([C:57]([O:58][OH:60])=[O:59])[cH:61]1.[Na+:67].[Na+:68].[S:62]([O-:63])([O-:64])(=[O:65])=[S:66]>>[CH2:1]([CH2:2][CH2:3][CH3:4])[O:5][CH2:6][CH2:7][O:8][c:9]1[cH:10][cH:11][c:12](-[c:15]2[cH:16][cH:17][c:18]3[c:19]([cH:50]2)[CH:20]=[C:21]([C:29](=[O:30])[NH:31][c:32]2[cH:33][cH:34][c:35]([CH2:38][S:39]([c:40]4[n:41][cH:42][c:43]([C:46]([F:47])([F:48])[F:49])[cH:44][cH:45]4)=[O:59])[cH:36][cH:37]2)[CH2:22][CH2:23][N:24]3[CH2:25][CH:26]([CH3:27])[CH3:28])[cH:13][cH:14]1. Yields the product CCCCOCCOc1ccc(-c2ccc3c(c2)C=C(C(=O)Nc2ccc(CS(=O)c4ccc(C(F)(F)F)cn4)cc2)CCN3CC(C)C)cc1. The reactants are CCCCOCCOc1ccc(-c2ccc3c(c2)C=C(C(=O)Nc2ccc(CSc4ccc(C(F)(F)F)cn4)cc2)CCN3CC(C)C)cc1, ClCCl, O=C(OO)c1cccc(Cl)c1, [Na+], [Na+], O=S([O-])([O-])=S.